This data is from the Open Reaction Database (ORD), a public repository of structured organic reaction records. The task is: describe an organic reaction: reactants, conditions, products, and yield The reactants are COCOC(=O)CN(C1=C(OCC2=CC=C(C(=O)OCOC)C=C2)C=C(C=C1)C(F)(F)F)S(=O)(=O)C1=CC=CC=C1 (4-[2-(N-methoxymethoxycarbonylmethyl-phenylsulfonylamino)-5-trifluoromethylphenoxymethyl]benzoic acid. methoxymethyl ester), CNC (dimethylamine). The solvent is C1CCOC1 (THF). Conditions: time 3 day. Yields the product CN(C)C(=O)CN(C1=C(OCC2=CC=C(C(=O)OCOC)C=C2)C=C(C=C1)C(F)(F)F)S(=O)(=O)C1=CC=CC=C1 (4-[2-[N-(N,N-dimethylaminocarbonylmethyl)-phenylsulfonylamino]-5-trifluoromethylphenoxymethyl]benzoic acid. methoxymethyl ester). Reaction SMILES: COC[O:4][C:5]([CH2:7][N:8]([S:33]([C:36]1[CH:41]=[CH:40][CH:39]=[CH:38][CH:37]=1)(=[O:35])=[O:34])[C:9]1[CH:28]=[CH:27][C:26]([C:29]([F:32])([F:31])[F:30])=[CH:25][C:10]=1[O:11][CH2:12][C:13]1[CH:24]=[CH:23][C:16]([C:17]([O:19][CH2:20][O:21][CH3:22])=[O:18])=[CH:15][CH:14]=1)=O.[CH3:42][NH:43][CH3:44]>C1COCC1>[CH3:42][N:43]([C:5]([CH2:7][N:8]([S:33]([C:36]1[CH:41]=[CH:40][CH:39]=[CH:38][CH:37]=1)(=[O:34])=[O:35])[C:9]1[CH:28]=[CH:27][C:26]([C:29]([F:32])([F:31])[F:30])=[CH:25][C:10]=1[O:11][CH2:12][C:13]1[CH:14]=[CH:15][C:16]([C:17]([O:19][CH2:20][O:21][CH3:22])=[O:18])=[CH:23][CH:24]=1)=[O:4])[CH3:44]. Procedure details: To a solution of 4-[2-(N-methoxymethoxycarbonylmethyl-phenylsulfonylamino)-5-trifluoromethylphenoxymethyl]benzoic acid. methoxymethyl ester (476 mg; prepared in Reference Example 35) in THF (2 ml), dimethylamine(0.8 ml) was added. The mixture was stirred for 3 days at room temperature. The solvent was distilled off. The residue was purified on silica gel column chromatography (hexane:AcOEt=2:1→1:1) to give the title compound (290 mg) having the following physical data. Reactants: ClC1=C(N=CN(C1=O)C=1C=C(C(=O)NCC(=O)N)C=CC1C)OCC1=C(C=C(C=C1)F)F (3-[5-chloro-4-[(2,4-difluorobenzyl)oxy]-6-oxopyrimidin-1(6H)-yl]-N-[1-(aminocarbonyl)methyl]-4-methylbenzamide), Cl.NCC(=O)N (glycineamide HCl). Yields the product ClC=1C(N(C=NC1OCC1=C(C=C(C=C1)F)F)C1=C(C=CC(=C1)C(=O)N1C[C@@H](CC1)O)C)=O (5-chloro-6-[(2,4-difluorobenzyl)oxy]-3-(5-{[(3R)-3-hydroxypyrrolidin-1-yl]carbonyl}-2-methylphenyl)pyrimidin-4(3H)-one). As a reaction SMILES: [Cl:1][C:2]1[C:7](=[O:8])[N:6]([C:9]2[CH:10]=[C:11]([CH:19]=[CH:20][C:21]=2[CH3:22])[C:12]([NH:14][CH2:15][C:16](N)=[O:17])=[O:13])[CH:5]=[N:4][C:3]=1[O:23][CH2:24][C:25]1[CH:30]=[CH:29][C:28]([F:31])=[CH:27][C:26]=1[F:32].Cl.N[CH2:35][C:36](N)=O>>[Cl:1][C:2]1[C:7](=[O:8])[N:6]([C:9]2[CH:10]=[C:11]([C:12]([N:14]3[CH2:36][CH2:35][C@@H:16]([OH:17])[CH2:15]3)=[O:13])[CH:19]=[CH:20][C:21]=2[CH3:22])[CH:5]=[N:4][C:3]=1[O:23][CH2:24][C:25]1[CH:30]=[CH:29][C:28]([F:31])=[CH:27][C:26]=1[F:32] |f:1.2|. Procedure: The title compound was prepared using a procedure similar to that used in Step 4 of the synthesis of 3-[5-chloro-4-[(2,4-difluorobenzyl)oxy]-6-oxopyrimidin-1(6H)-yl]-N-[1-(aminocarbonyl)methyl]-4-methylbenzamide by substituting (R)-(+)-3-pyrrolidinol for glycineamide HCl. 1H NMR (CD3OD/400 MHz) δ8.31 (d, 1H, J=7.6 Hz), 7.62 (m, 2H), 7.52 (m, 2H), 7.01 (m, 2H), 5.51 (m, 2H), 4.42 (m, 1H), 3.65 (m, 4H), 2.19 (s, 3H), 2.00 (m, 2H). ESHRMS m/z 476.1175 (M+H calculated for C23H21ClF2N3O4 requires 476... Reaction SMILES: [Br:1][CH:2]1[CH:3]2[CH:4]([C:5](=[O:6])[NH:7][C:8]2=[O:9])[CH2:10][CH2:11][CH:12]1[Br:13].[Cl:20][c:21]1[c:22]([C:23](=[O:24])[Cl:25])[cH:26][c:27]([Cl:32])[c:28]([Cl:31])[c:29]1[Cl:30].[cH:14]1[cH:15][cH:16][n:17][cH:18][cH:19]1.[cH:33]1[cH:34][cH:35][cH:36][cH:37][cH:38]1>>[Br:1][CH:2]1[CH:3]2[CH:4]([C:5](=[O:6])[N:7]([C:23]([c:22]3[c:21]([Cl:20])[c:29]([Cl:30])[c:28]([Cl:31])[c:27]([Cl:32])[cH:26]3)=[O:24])[C:8]2=[O:9])[CH2:10][CH2:11][CH:12]1[Br:13]. Product: O=C(c1cc(Cl)c(Cl)c(Cl)c1Cl)N1C(=O)C2CCC(Br)C(Br)C2C1=O. The reactants are O=C1NC(=O)C2C1CCC(Br)C2Br, O=C(Cl)c1cc(Cl)c(Cl)c(Cl)c1Cl, c1ccncc1, c1ccccc1. Starting materials: compound, CS(=O)(=O)C1=CC=C(C=C1)N1CCC(CC1)=O (1-[4-(Methylsulfonyl)phenyl]-4-piperidinone), ClC=1C=C(C(C(=O)O)=CC1)N (4-chloroanthranilic acid), C1(=CC=CC=C1)C (toluene), C1(=CC=C(C=C1)S(=O)(=O)O)C (p-toluenesulfonic acid). Solvent: O (water). The product is ClC1=CC2=C(C(OC3(CCN(CC3)C3=CC=C(C=C3)S(=O)(=O)C)N2)=O)C=C1 (7-Chloro-1'-[4-(methylsulfonyl)phenyl]spiro[2H-3,1-benzoxazine-2,4' piperidin]-4(1H)-one). Isolated yield 94.0%. Reaction SMILES: [CH3:1][S:2]([C:5]1[CH:10]=[CH:9][C:8]([N:11]2[CH2:16][CH2:15][C:14](=[O:17])[CH2:13][CH2:12]2)=[CH:7][CH:6]=1)(=[O:4])=[O:3].[Cl:18][C:19]1[CH:20]=[C:21]([NH2:28])[C:22](=[CH:26][CH:27]=1)[C:23](O)=[O:24].C1(C)C=CC=CC=1.C1(C)C=CC(S(O)(=O)=O)=CC=1>O>[Cl:18][C:19]1[CH:27]=[CH:26][C:22]2[C:23](=[O:24])[O:17][C:14]3([NH:28][C:21]=2[CH:20]=1)[CH2:15][CH2:16][N:11]([C:8]1[CH:7]=[CH:6][C:5]([S:2]([CH3:1])(=[O:4])=[O:3])=[CH:10][CH:9]=1)[CH2:12][CH2:13]3. Procedure: A mixture of 5.82 g (0.023 mol) of the compound of (B), 4 g (0.023 mol) of 4-chloroanthranilic acid, 75 ml of toluene, and 0.1 of p-toluenesulfonic acid is stirred at reflux with the azeotropic removal of water for 5 hours. After cooling, the resulting precipitate is collected, and washed with cold toluene to give 8.8 g (94%) of title compound: m.p. 193°-194° C.; IR (KBr) 3350, 1695, and 1600 cm-1 ; NMR (DMSO-d6) δ 7.84-7.70 (m, 2H), 7.76 (d, 2H), 7.16 (d, 2H), 6.90-6.84 (m, 1H), 3.78-3.66 (m, 2... Reactants: O=C([O-])[O-], C[N+](C)(C)c1ccccc1, Cc1ccccc1, CN1CCC23c4c5ccc(O)c4OC2C(O)C=CC3C1C5, [Cl-], [K+], [K+]. The product is COc1ccc2c3c1OC1C(O)C=CC4C(C2)N(C)CCC341. Reaction SMILES: [C:22](=[O:23])([O-:24])[O-:25].[CH3:29][N+:30]([CH3:31])([CH3:32])[c:33]1[cH:34][cH:35][cH:36][cH:37][cH:38]1.[CH3:39][c:40]1[cH:41][cH:42][cH:43][cH:44][cH:45]1.[CH:1]12[CH:2]=[CH:3][CH:4]([OH:5])[CH:6]3[O:7][c:8]4[c:9]([OH:10])[cH:11][cH:12][c:13]5[c:21]4[C:20]13[CH2:19][CH2:18][N:16]([CH3:17])[CH:15]2[CH2:14]5.[Cl-:28].[K+:26].[K+:27]>>[CH:1]12[CH:2]=[CH:3][CH:4]([OH:5])[CH:6]3[O:7][c:8]4[c:9]([O:10][CH3:22])[cH:11][cH:12][c:13]5[c:21]4[C:20]13[CH2:19][CH2:18][N:16]([CH3:17])[CH:15]2[CH2:14]5.